The task is: describe an organic reaction: reactants, conditions, products, and yield. This data is from the Open Reaction Database (ORD), a public repository of structured organic reaction records. Reactants: CC1=C(N)C(=CC=C1)C (2,6-dimethylaniline), COCC(=O)O (methoxyacetic acid). Yields the product COCC(=O)NC1=C(C=CC=C1C)C (N-methoxyacetyl-2,6-dimethylaniline). As a reaction SMILES: [CH3:1][C:2]1[CH:8]=[CH:7][CH:6]=[C:5]([CH3:9])[C:3]=1[NH2:4].[CH3:10][O:11][CH2:12][C:13](O)=[O:14]>>[CH3:10][O:11][CH2:12][C:13]([NH:4][C:3]1[C:5]([CH3:9])=[CH:6][CH:7]=[CH:8][C:2]=1[CH3:1])=[O:14]. Procedure details: According to the process described in the HU-PS 202,481, after acylating 2,6-dimethylaniline with methoxyacetic acid, the N-methoxyacetyl-2,6-dimethylaniline obtained is heated together with a twofold excess of methyl DL-α-bromopropionate to 120° C., and after adding sodium methoxide in small portions to the reaction mixture obtained, the alkylation is carried out at 140° C. Starting materials: [N+](=O)([O-])C=1C=C(CI)C=C(C1)[N+](=O)[O-] (3,5-dinitrobenzyl iodide), CC=1SC2=C(N1)C=CC=C2 (2-methylbenzothiazole), CCOCC (ether). Run in CC(=O)C (acetone). Product: [I-].[N+](=O)([O-])C=1C=C(C[N+]2=C(SC3=C2C=CC=C3)C)C=C(C1)[N+](=O)[O-] (3-(3,5-dinitrobenzyl)-2-methyl-1,3-benzothiazol-3-ium iodide). Isolated yield 54.2%. As a reaction SMILES: [CH3:1][C:2]1[S:3][C:4]2[CH:10]=[CH:9][CH:8]=[CH:7][C:5]=2[N:6]=1.[N+:11]([C:14]1[CH:15]=[C:16]([CH:19]=[C:20]([N+:22]([O-:24])=[O:23])[CH:21]=1)[CH2:17][I:18])([O-:13])=[O:12].CCOCC>CC(C)=O>[I-:18].[N+:11]([C:14]1[CH:15]=[C:16]([CH:19]=[C:20]([N+:22]([O-:24])=[O:23])[CH:21]=1)[CH2:17][N+:6]1[C:5]2[CH:7]=[CH:8][CH:9]=[CH:10][C:4]=2[S:3][C:2]=1[CH3:1])([O-:13])=[O:12] |f:4.5|. Reported procedure: 2-methylbenzothiazole (3 ml, 20.1 mmol) was dissolved in acetone (25 ml), to which was added 3,5-dinitrobenzyl iodide (7.4 g, 24.1 mmol) and heated with stirring to reflux for 15 hours. The reaction was allowed to cool and added drop-wise to ether (500 ml) to produce a fine yellow solid which was filtered and dried to constant weight in vacuo to give 3-(3,5-dinitrobenzyl)-2-methyl-1,3-benzothiazol-3-ium iodide (5 g, 10.9 mmol, 45% yield). MS: m/z=328 (C15H12N3O4S=330.3). 1H NMR (200 MHz-DMSO-d6)... Reactants: O (Water), OCC1=NN(C2=C1C=NC(=C2)NC(=O)N[C@H](C)C2=CC=CC=C2)C(C2=CC=CC=C2)(C2=CC=CC=C2)C2=CC=CC=C2 ((R)-1-(3-(hydroxymethyl)-1-trityl-1H-pyrazolo[4,3-c]pyridin-6-yl)-3-(1-phenylethyl)urea), C([O-])([O-])=O.[Cs+].[Cs+] (cesium carbonate), ICC (iodoethane). Solvent: CN(C)C=O (DMF). Product: C(C)OCC1=NN(C2=C1C=NC(=C2)NC(=O)N[C@H](C)C2=CC=CC=C2)C(C2=CC=CC=C2)(C2=CC=CC=C2)C2=CC=CC=C2 ((R)-1-(3-(ethoxymethyl)-1-trityl-1H-pyrazolo[4,3-c]pyridin-6-yl)-3-(1-phenylethyl)urea). The yield is 100.0%. RXN SMILES: [OH:1][CH2:2][C:3]1[C:7]2[CH:8]=[N:9][C:10]([NH:12][C:13]([NH:15][C@@H:16]([C:18]3[CH:23]=[CH:22][CH:21]=[CH:20][CH:19]=3)[CH3:17])=[O:14])=[CH:11][C:6]=2[N:5]([C:24]([C:37]2[CH:42]=[CH:41][CH:40]=[CH:39][CH:38]=2)([C:31]2[CH:36]=[CH:35][CH:34]=[CH:33][CH:32]=2)[C:25]2[CH:30]=[CH:29][CH:28]=[CH:27][CH:26]=2)[N:4]=1.C(=O)([O-])[O-].[Cs+].[Cs+].I[CH2:50][CH3:51].O>CN(C=O)C>[CH2:50]([O:1][CH2:2][C:3]1[C:7]2[CH:8]=[N:9][C:10]([NH:12][C:13]([NH:15][C@@H:16]([C:18]3[CH:23]=[CH:22][CH:21]=[CH:20][CH:19]=3)[CH3:17])=[O:14])=[CH:11][C:6]=2[N:5]([C:24]([C:37]2[CH:42]=[CH:41][CH:40]=[CH:39][CH:38]=2)([C:25]2[CH:26]=[CH:27][CH:28]=[CH:29][CH:30]=2)[C:31]2[CH:32]=[CH:33][CH:34]=[CH:35][CH:36]=2)[N:4]=1)[CH3:51] |f:1.2.3|. Procedure: The solution of (R)-1-(3-(hydroxymethyl)-1-trityl-1H-pyrazolo[4,3-c]pyridin-6-yl)-3-(1-phenylethyl)urea (124 mg, 0.224 mmol), cesium carbonate (146 mg, 0.448 mmol) and iodoethane (26.9 μl, 0.336 mmol) in DMF was stirred at 60° C. for 24 h. Water was added into the solution and extracted with EtOAc for twice. The combined organic extracts were washed with water, brine and dried over Na2SO4. After concentration (R)-1-(3-(ethoxymethyl)-1-trityl-1H-pyrazolo[4,3-c]pyridin-6-yl)-3-(1-phenylethyl)urea ... Reactants: ClC1=C(C=C(C=C1)[C@H]1[C@@H](CN(CCO1)C(=O)OC(C)(C)C)CNC(COC)=O)F (tert-butyl (6R,7R)-7-(4-chloro-3-fluorophenyl)-6-{[(methoxyacetyl)amino]methyl}-1,4-oxazepane-4-carboxylate), Cl.C(C)O (hydrogen chloride ethanol). The solvent is C(C)O (ethanol). Conditions: time 1 hour. Product: Cl.ClC1=C(C=C(C=C1)[C@H]1[C@@H](CNCCO1)CNC(COC)=O)F (N-{[(6S,7R)-7-(4-chloro-3-fluorophenyl)-1,4-oxazepan-6-yl]methyl}-2-methoxyacetamide monohydrochloride). The yield is 151.2%. As a reaction SMILES: [Cl:1][C:2]1[CH:7]=[CH:6][C:5]([C@@H:8]2[O:14][CH2:13][CH2:12][N:11](C(OC(C)(C)C)=O)[CH2:10][C@H:9]2[CH2:22][NH:23][C:24](=[O:28])[CH2:25][O:26][CH3:27])=[CH:4][C:3]=1[F:29].Cl.C(O)C>C(O)C>[ClH:1].[Cl:1][C:2]1[CH:7]=[CH:6][C:5]([C@@H:8]2[O:14][CH2:13][CH2:12][NH:11][CH2:10][C@H:9]2[CH2:22][NH:23][C:24](=[O:28])[CH2:25][O:26][CH3:27])=[CH:4][C:3]=1[F:29] |f:1.2,4.5|. Procedure: To a solution of tert-butyl (6R,7R)-7-(4-chloro-3-fluorophenyl)-6-{[(methoxyacetyl)amino]methyl}-1,4-oxazepane-4-carboxylate (1.11 g) in ethanol (13 mL) was added 14.0 M hydrogen chloride-ethanol solution (12.0 ml), and the mixture was stirred at room temperature for 1 hr. The crystals obtained by concentration under reduced pressure were recrystallized from ethanol-hexane to give the title compound (715 mg).